This data is from the Open Reaction Database (ORD), a public repository of structured organic reaction records. The task is: describe an organic reaction: reactants, conditions, products, and yield Starting materials: CCO, O=N[O-], Nc1c(O)cc([N+](=O)[O-])cc1Br, [Na+], O=S(=O)(O)O. The product is O=[N+]([O-])c1cc(O)cc(Br)c1. As a reaction SMILES: [CH3:22][CH2:23][OH:24].[N:18]([O-:19])=[O:20].[NH2:1][c:2]1[c:3]([OH:12])[cH:4][c:5]([N+:9](=[O:10])[O-:11])[cH:6][c:7]1[Br:8].[Na+:21].[S:13](=[O:14])(=[O:15])([OH:16])[OH:17]>>[cH:2]1[c:3]([OH:12])[cH:4][c:5]([N+:9](=[O:10])[O-:11])[cH:6][c:7]1[Br:8]. Starting materials: O=C1NC=CC=C1C=O (2-oxo-1,2-dihydropyridine-3-carbaldehyde), IC=1C=C(C=CC1)N1C(COCC1)=O (4-(3-iodophenyl)morpholin-3-one), OC=1C=CC=C2C=CC=NC12 (8-hydroxyquinoline), C([O-])([O-])=O.[K+].[K+] (potassium carbonate), [OH-].[NH4+] (ammonium hydroxide). Reagents/catalysts: [Cu](I)I (copper iodide). Solvent: CS(=O)C (DMSO), C(C)(=O)OCC (ethyl acetate). Yields the product O=C1N(C=CC=C1C=O)C1=CC(=CC=C1)N1C(COCC1)=O (2-oxo-1-(3-(3-oxomorpholino)phenyl)-1,2-dihydropyridine-3-carbaldehyde). Yield: 25.2%. Reaction SMILES: [O:1]=[C:2]1[C:7]([CH:8]=[O:9])=[CH:6][CH:5]=[CH:4][NH:3]1.I[C:11]1[CH:12]=[C:13]([N:17]2[CH2:22][CH2:21][O:20][CH2:19][C:18]2=[O:23])[CH:14]=[CH:15][CH:16]=1.OC1C=CC=C2C=1N=CC=C2.C(=O)([O-])[O-].[K+].[K+].[OH-].[NH4+]>[Cu](I)I.C(OCC)(=O)C.CS(C)=O>[O:1]=[C:2]1[C:7]([CH:8]=[O:9])=[CH:6][CH:5]=[CH:4][N:3]1[C:15]1[CH:16]=[CH:11][CH:12]=[C:13]([N:17]2[CH2:22][CH2:21][O:20][CH2:19][C:18]2=[O:23])[CH:14]=1 |f:3.4.5,6.7|. Procedure: 30 mL microwave reaction vessel was flushed with nitrogen gas and charged with 2-oxo-1,2-dihydropyridine-3-carbaldehyde 1-1 (100 mg, 0.812 mmol), 4-(3-iodophenyl)morpholin-3-one 3-1 (296 mg, 0.974 mmol), 8-hydroxyquinoline (48.0 mg, 0.324 mmol), copper iodide (31.0 mg, 0.162 mmol), potassium carbonate (152 mg, 1.09 mmol) and DMSO (1.7 mL) under a nitrogen atmosphere. The resulting mixture was irradiated in a microwave apparatus (Biotage) at 150° C. for 15 minutes. The reaction was cooled to room... Starting materials: O1C(OCC1)CN1C(C=C(C2=CC=C(C=C12)OC)/C=C/C(=O)OCC)=O (ethyl (2E)-3-(1-(1,3-dioxolan-2-ylmethyl)-7-methoxy-2-oxo-1,2-dihydroquinolin-4-yl)acrylate), FC(C(=O)O)(F)F (trifluoroacetic acid). Reaction conditions: time 2 hour. The product is COC1=CC=C2C(=CC(N(C2=C1)CC=O)=O)/C=C/C(=O)OCC (ethyl (2E)-3-(7-methoxy-2-oxo-1-(2-oxoethyl)-1,2-dihydroquinolin-4-yl)acrylate). Yield: 59.8%. RXN SMILES: [O:1]1CCO[CH:2]1[CH2:6][N:7]1[C:16]2[C:11](=[CH:12][CH:13]=[C:14]([O:17][CH3:18])[CH:15]=2)[C:10](/[CH:19]=[CH:20]/[C:21]([O:23][CH2:24][CH3:25])=[O:22])=[CH:9][C:8]1=[O:26].FC(F)(F)C(O)=O>>[CH3:18][O:17][C:14]1[CH:15]=[C:16]2[C:11]([C:10](/[CH:19]=[CH:20]/[C:21]([O:23][CH2:24][CH3:25])=[O:22])=[CH:9][C:8](=[O:26])[N:7]2[CH2:6][CH:2]=[O:1])=[CH:12][CH:13]=1. Procedure: To 0.16 g of ethyl (2E)-3-(1-(1,3-dioxolan-2-ylmethyl)-7-methoxy-2-oxo-1,2-dihydroquinolin-4-yl)acrylate, 2 mL of 90% aqueous trifluoroacetic acid solution was added and stirred for 2 hours. The solvent was removed under reduced pressure, and aqueous saturated sodium hydrogen carbonate solution and chloroform were added. The organic layer was separated, and the aqueous layer was extracted with chloroform. The organic layer and extracts were combined, washed with aqueous saturated sodium chloride... Reactants: O (Water), O.COC1=CC=CC=2C(N3C(NC12)=CC(=N3)C(=O)O)=O (4,9-dihydro-5-methoxy-9-oxo-pyrazolo-[5,1-b]quinazoline-2-carboxylic acid, hydrate), C([O-])([O-])=O.[K+].[K+] (potassium carbonate), CI (methyl iodide). Solvent: CN(C=O)C (dimethyl formamide). Reaction conditions: time 2 day. Product: COC1=CC=CC=2C(N3C(N(C12)C)=CC(=N3)C(=O)O)=O (4,9-dihydro-5-methoxy-4-methyl-9-oxo-pyrazolo[5,1-b]quinazoline-2-carboxylic Acid). As a reaction SMILES: O.[CH3:2][O:3][C:4]1[C:13]2[NH:12][C:11]3=[CH:14][C:15]([C:17]([OH:19])=[O:18])=[N:16][N:10]3[C:9](=[O:20])[C:8]=2[CH:7]=[CH:6][CH:5]=1.[C:21](=O)([O-])[O-].[K+].[K+].CI.O>CN(C)C=O>[CH3:2][O:3][C:4]1[C:13]2[N:12]([CH3:21])[C:11]3=[CH:14][C:15]([C:17]([OH:19])=[O:18])=[N:16][N:10]3[C:9](=[O:20])[C:8]=2[CH:7]=[CH:6][CH:5]=1 |f:0.1,2.3.4|. Procedure: A mixture of 4,9-dihydro-5-methoxy-9-oxo-pyrazolo-[5,1-b]quinazoline-2-carboxylic acid, hydrate (1:0.25) (2.64 g; 0.01 mole), anhydrous potassium carbonate (5.52 g; 0.04 mole) and methyl iodide (15 ml) in dimethyl formamide (75 ml) is stirred at room temperature for 2 days. Water is added and the grey solid is filtered off and taken up in 2(N) sodium hydroxide solution (50 ml) and methanol (50 ml). The mixture is heated under reflux for 2 hrs and the methanol is distilled off in vacuo. The aqueo... The reactants are C(C1=CC=CC=C1)(=O)O[C@@H]1CC2=CC[C@H]3[C@@H]4[C@H]5[C@@H]([C@@H]([C@@]4(C)CC[C@@H]3[C@]2(CC1)C)O)C5 (3β-benzoyloxy-15β,16β-methylene-5-androsten-17β-ol), C(C)(=O)OC(C)=O (acetic anhydride). Procedure details: 6.5 g of 3β-benzoyloxy-15β,16β-methylene-5-androsten-17β-ol, 13 ml of acetic anhydride, and 26 ml of pyridine were heated for 1.5 hours to 95° C. After ice water precipitation, the sediment was filtered off and taken up in methylene chloride. The solution was washed with water, dried, and evaporated, thus obtaining 6.9 g of crude 17β-acetoxy-3β-benzoyloxy-15β,16β-methylene-5-androstene, used without further purification in the next stage. As a reaction SMILES: [C:1]([O:9][C@H:10]1[CH2:27][CH2:26][C@@:25]2([CH3:28])[C:12](=[CH:13][CH2:14][C@@H:15]3[C@@H:24]2[CH2:23][CH2:22][C@@:20]2([CH3:21])[C@H:16]3[C@@H:17]3[CH2:30][C@@H:18]3[C@@H:19]2[OH:29])[CH2:11]1)(=[O:8])[C:2]1[CH:7]=[CH:6][CH:5]=[CH:4][CH:3]=1.[C:31](OC(=O)C)(=[O:33])[CH3:32]>N1C=CC=CC=1>[C:31]([O:29][C@H:19]1[C@H:18]2[CH2:30][C@H:17]2[C@H:16]2[C@H:15]3[C@H:24]([CH2:23][CH2:22][C@:20]12[CH3:21])[C@:25]1([CH3:28])[C:12]([CH2:11][C@@H:10]([O:9][C:1](=[O:8])[C:2]2[CH:3]=[CH:4][CH:5]=[CH:6][CH:7]=2)[CH2:27][CH2:26]1)=[CH:13][CH2:14]3)(=[O:33])[CH3:32]. Solvent: N1=CC=CC=C1 (pyridine). The product is C(C)(=O)O[C@@H]1[C@]2(C)[C@@H]([C@H]3[C@@H]1C3)[C@@H]3CC=C1C[C@H](CC[C@]1(C)[C@H]3CC2)OC(C2=CC=CC=C2)=O (17β-acetoxy-3β-benzoyloxy-15β,16β-methylene-5-androstene).